From a dataset of the Open Reaction Database (ORD), a public repository of structured organic reaction records. describe an organic reaction: reactants, conditions, products, and yield Reactants: C1CCOC1, CCOC(C)=O, CNC, COc1cccc(OC)c1C(=O)Cl. Yields the product COc1cccc(OC)c1C(=O)N(C)C. Reaction SMILES: [CH2:23]1[O:24][CH2:25][CH2:26][CH2:27]1.[CH3:17][CH2:18][O:19][C:20]([CH3:21])=[O:22].[CH3:1][NH:2][CH3:3].[CH3:4][O:5][c:6]1[c:7]([C:8](=[O:9])[Cl:10])[c:11]([O:15][CH3:16])[cH:12][cH:13][cH:14]1>>[CH3:1][N:2]([CH3:3])[C:8]([c:7]1[c:6]([O:5][CH3:4])[cH:14][cH:13][cH:12][c:11]1[O:15][CH3:16])=[O:9]. Starting materials: C(C)OC(C(C#N)=NNC1=C(C=CC=C1)Br)=O ([(2-Bromophenyl)-hydrazono]-cyanoacetic acid ethyl ester), CN (methylamine). Solvent: O (water). Reaction conditions: time 8 hour. Product: BrC1=C(C=CC=C1)NN=C(C(=O)NC)C#N (2-[(2-Bromophenyl)-hydrazono]-N-methyl-2-cyanoacetamide), solid. The yield is 77.0%. As a reaction SMILES: C(O[C:4](=[O:17])[C:5](=[N:8][NH:9][C:10]1[CH:15]=[CH:14][CH:13]=[CH:12][C:11]=1[Br:16])[C:6]#[N:7])C.[CH3:18][NH2:19]>O>[Br:16][C:11]1[CH:12]=[CH:13][CH:14]=[CH:15][C:10]=1[NH:9][N:8]=[C:5]([C:6]#[N:7])[C:4]([NH:19][CH3:18])=[O:17]. Procedure: [(2-Bromophenyl)-hydrazono]-cyanoacetic acid ethyl ester (15.28 g, 51.60 mmol) was dissolved in 40% methylamine in water (67.5 mL) and stirred at room temperature overnight. The reaction mixture was concentrated to dryness, slurried in diethyl ether, and filtered. After drying under high vacuum at 40° C., the title compound was obtained as a yellow solid (11.16 g, 77%). 1H NMR (300.132 MHz, CDCl3) δ 7.68 (dd, J=8.2, 1.4 Hz, 1H), 7.54 (dd, J=8.1, 1.3 Hz, 1H), 7.35 (t, J=7.9 Hz, 1H), 7.01 (td, J=7... The reactants are C(C1=CC=CC=C1)=O (Benzaldehyde), COC=1C=C(C=CC1N1C=NC(=C1)C)/C=C/C1=NN2C(C(CCC2)C2CCNCC2)=N1 (racemic 2-{(E)-2-[3-methoxy-4-(4-methyl-1H-imidazol-1-yl)phenyl]vinyl}-8-(piperidin-4-yl)-5,6,7,8-tetrahydro[1,2,4]triazolo[1,5-a]pyridine), 119, [Na] (Sodium), C([O-])(O)=O.[Na+] (sodium bicarbonate). Solvent: C1CCOC1 (THF), C(C)(=O)O (acetic acid), C(C)(=O)OCC (ethyl acetate). Reaction conditions: time 30 minute. Product: C(C1=CC=CC=C1)N1CCC(CC1)C1C=2N(CCC1)N=C(N2)\C=C\C2=CC(=C(C=C2)N2C=NC(=C2)C)OC (racemic 8-(1-benzylpiperidin-4-yl)-2-{(E)-2-[3-methoxy-4-(4-methyl-1H-imidazol-1-yl)phenyl]vinyl}-5,6,7,8-tetrahydro[1,2,4]triazolo[1,5-a]pyridine). Reaction SMILES: [CH:1](=O)[C:2]1[CH:7]=[CH:6][CH:5]=[CH:4][CH:3]=1.[CH3:9][O:10][C:11]1[CH:12]=[C:13](/[CH:23]=[CH:24]/[C:25]2[N:39]=[C:28]3[CH:29]([CH:33]4[CH2:38][CH2:37][NH:36][CH2:35][CH2:34]4)[CH2:30][CH2:31][CH2:32][N:27]3[N:26]=2)[CH:14]=[CH:15][C:16]=1[N:17]1[CH:21]=[C:20]([CH3:22])[N:19]=[CH:18]1.[Na].C(=O)(O)[O-].[Na+]>C1COCC1.C(OCC)(=O)C.C(O)(=O)C>[CH2:1]([N:36]1[CH2:37][CH2:38][CH:33]([CH:29]2[CH2:30][CH2:31][CH2:32][N:27]3[N:26]=[C:25](/[CH:24]=[CH:23]/[C:13]4[CH:14]=[CH:15][C:16]([N:17]5[CH:21]=[C:20]([CH3:22])[N:19]=[CH:18]5)=[C:11]([O:10][CH3:9])[CH:12]=4)[N:39]=[C:28]23)[CH2:34][CH2:35]1)[C:2]1[CH:7]=[CH:6][CH:5]=[CH:4][CH:3]=1 |f:3.4,^1:39|. Procedure details: Benzaldehyde (15 μl) and glacial acetic acid (16 μl) were added to a solution of racemic 2-{(E)-2-[3-methoxy-4-(4-methyl-1H-imidazol-1-yl)phenyl]vinyl}-8-(piperidin-4-yl)-5,6,7,8-tetrahydro[1,2,4]triazolo[1,5-a]pyridine obtained in Examples 118 and 119 (30 mg) in THF (2 ml), and the reaction solution was stirred at room temperature for 30 minutes. Sodium triacetoxyhydroborate (46 mg) was added to the reaction solution, and the reaction solution was stirred at room temperature for four hours. A s... RXN SMILES: [Cl:1][C:2]1[C:11]2[C:6](=[CH:7][CH:8]=[CH:9][CH:10]=2)[C:5]([OH:12])=[CH:4][CH:3]=1.[Cl-].[CH3:14][C:15]1[CH:27]=[CH:26][CH:25]=[CH:24][C:16]=1[CH:17]=[N+:18]1[CH2:23][CH2:22][O:21][CH2:20][CH2:19]1>>[Cl:1][C:2]1[C:11]2[C:6](=[CH:7][CH:8]=[CH:9][CH:10]=2)[C:5]([OH:12])=[C:4]([CH:17]([N:18]2[CH2:19][CH2:20][O:21][CH2:22][CH2:23]2)[C:16]2[CH:24]=[CH:25][CH:26]=[CH:27][C:15]=2[CH3:14])[CH:3]=1 |f:1.2|. Procedure: The preparation was carried out in accordance with general synthesis instructions 4 from 4-chloro-1-naphthol and 4-(2-methyl-benzylidene)-morpholin-4-ium chloride. Product: ClC1=CC(=C(C2=CC=CC=C12)O)C(C1=C(C=CC=C1)C)N1CCOCC1 (4-Chloro-2-(morpholin-4-yl-o-tolylmethyl)-naphthalen-1-ol). Starting materials: ClC1=CC=C(C2=CC=CC=C12)O (4-chloro-1-naphthol), [Cl-].CC1=C(C=[N+]2CCOCC2)C=CC=C1 (4-(2-methyl-benzylidene)-morpholin-4-ium chloride). The reactants are CCO, O=C(NC1CN2CCC1CC2)c1cccc2oc(-c3ccc([N+](=O)[O-])cc3)nc12, Cl[Sn]Cl. Yields the product Nc1ccc(-c2nc3c(C(=O)NC4CN5CCC4CC5)cccc3o2)cc1. RXN SMILES: [CH3:33][CH2:34][OH:35].[N:1]12[CH2:2][CH:3]([NH:9][C:10](=[O:11])[c:12]3[cH:13][cH:14][cH:15][c:16]4[c:17]3[n:18][c:19](-[c:21]3[cH:22][cH:23][c:24]([N+:27]([O-:28])=[O:29])[cH:25][cH:26]3)[o:20]4)[CH:4]([CH2:5][CH2:6]1)[CH2:7][CH2:8]2.[Sn:30]([Cl:31])[Cl:32]>>[N:1]12[CH2:2][CH:3]([NH:9][C:10](=[O:11])[c:12]3[cH:13][cH:14][cH:15][c:16]4[c:17]3[n:18][c:19](-[c:21]3[cH:22][cH:23][c:24]([NH2:27])[cH:25][cH:26]3)[o:20]4)[CH:4]([CH2:5][CH2:6]1)[CH2:7][CH2:8]2. The reactants are CC(C)=O, CC(=O)C(F)(F)C(F)(F)C(F)(F)C(F)(F)C(F)(F)C(F)(F)C(F)(F)F, COC(=O)C(F)(F)C(F)(F)C(F)(F)C(F)(F)C(F)(F)C(F)(F)C(F)(F)F, C1=NOCC1. Product: O=C(CC(=O)C(F)(F)C(F)(F)C(F)(F)C(F)(F)C(F)(F)C(F)(F)C(F)(F)F)C(F)(F)C(F)(F)C(F)(F)C(F)(F)C(F)(F)C(F)(F)C(F)(F)F. RXN SMILES: [CH3:57][C:58]([CH3:59])=[O:60].[F:32][C:33]([C:34]([C:35]([C:36]([C:37]([C:38]([C:39]([F:40])([F:41])[F:42])([F:43])[F:44])([F:45])[F:46])([F:47])[F:48])([F:49])[F:50])([F:51])[F:52])([F:53])[C:54](=[O:55])[CH3:56].[F:6][C:7]([C:8](=[O:9])[O:10][CH3:11])([C:12]([C:13]([C:14]([C:15]([C:16]([C:17]([F:18])([F:19])[F:20])([F:21])[F:22])([F:23])[F:24])([F:25])[F:26])([F:27])[F:28])([F:29])[F:30])[F:31].[O:1]1[CH2:2][CH2:3][CH:4]=[N:5]1>>[F:6][C:7]([C:8](=[O:9])[CH2:56][C:54]([C:33]([F:32])([C:34]([C:35]([C:36]([C:37]([C:38]([C:39]([F:40])([F:41])[F:42])([F:43])[F:44])([F:45])[F:46])([F:47])[F:48])([F:49])[F:50])([F:51])[F:52])[F:53])=[O:55])([C:12]([C:13]([C:14]([C:15]([C:16]([C:17]([F:18])([F:19])[F:20])([F:21])[F:22])([F:23])[F:24])([F:25])[F:26])([F:27])[F:28])([F:29])[F:30])[F:31].